From a dataset of the Open Reaction Database (ORD), a public repository of structured organic reaction records. describe an organic reaction: reactants, conditions, products, and yield The reactants are OC=1C=C(C#N)C=CC1 (3-hydroxybenzonitrile), C(=O)([O-])[O-].[K+].[K+] (K2CO3), Cl.ClCC1=CC=NC=C1 (4-chloromethylpyridine hydrochloride). Solvent: CN(C)C=O (DMF). Run at time 2 day. Yields the product N1=CC=C(C=C1)COC=1C=C(C#N)C=CC1 (3-(4-pyridinylmethoxy)benzonitrile). Isolated yield 107.0%. As a reaction SMILES: [OH:1][C:2]1[CH:3]=[C:4]([CH:7]=[CH:8][CH:9]=1)[C:5]#[N:6].C([O-])([O-])=O.[K+].[K+].Cl.Cl[CH2:18][C:19]1[CH:24]=[CH:23][N:22]=[CH:21][CH:20]=1>CN(C=O)C>[N:22]1[CH:23]=[CH:24][C:19]([CH2:18][O:1][C:2]2[CH:3]=[C:4]([CH:7]=[CH:8][CH:9]=2)[C:5]#[N:6])=[CH:20][CH:21]=1 |f:1.2.3,4.5|. Reported procedure: To a mixture of 3-hydroxybenzonitrile (4.76 g, 0.04 mol), K2CO3 (16.6 g, 0.12 mol) and DMF (100 ml) under argon was added 4-chloromethylpyridine hydrochloride (6.56 g, 0.04 mol). The reaction mixture was stirred at room temperature for about two days, the solvent was evaporated and the residue was partitioned between water and CH2Cl2. The organic layer was washed with 2N aqueous NaOH (1×100 ml), brine, then was dried over MgSO4. The solvent was removed in vacuo to afford, as an amber solid, 9.0 ... Reactants: ClC=1C=C2C=CC(=NC2=CC1)C (6-chloro-2-methyl-quinoline), SeO2, O1CCOCC1 (1,4-dioxane). Conditions: temperature 80 celsius. Yields the product ClC=1C=C2C=CC(=NC2=CC1)C=O (6-Chloro-quinoline-2-carbaldehyde). As a reaction SMILES: [Cl:1][C:2]1[CH:3]=[C:4]2[C:9](=[CH:10][CH:11]=1)[N:8]=[C:7]([CH3:12])[CH:6]=[CH:5]2.[O:13]1CCOCC1>>[Cl:1][C:2]1[CH:3]=[C:4]2[C:9](=[CH:10][CH:11]=1)[N:8]=[C:7]([CH:12]=[O:13])[CH:6]=[CH:5]2. Reported procedure: A suspension of 6-chloro-2-methyl-quinoline (355 mg) and SeO2 (233 mg) in 1,4-dioxane (3 mL) was heated at 80° C. for 16 h. The resulting black mixture was filtered through diatomaceous earth. Concentration of the filtrate gave the title compound as a yellow powder (324 mg). Starting materials: C(C)(=O)OCC (ethyl acetate), OC1=CC=C(C=C1)N1C(=NC(=C(C1=O)CC1=CC=C(C=C1)C=1C(=CC=CC1)C#N)CCC)C (4′-{[1-(4-hydroxyphenyl)-2-methyl-6-oxo-4-propyl-1,6-dihydropyrimidin-5-yl]methyl}biphenyl-2-carbonitrile), BrC1CC1 (bromocyclopropane), C([O-])([O-])=O.[Cs+].[Cs+] (cesium carbonate). Run in O (water), CN(C=O)C (N,N-dimethylformamide). Conditions: temperature 80 celsius, time 5 hour. The product is C1(CC1)OC1=CC=C(C=C1)N1C(=NC(=C(C1=O)CC1=CC=C(C=C1)C=1C(=CC=CC1)C#N)CCC)C (4′-({1-[4-(cyclopropyloxy)phenyl]-2-methyl-6-oxo-4-propyl-1,6-dihydropyrimidin-5-yl}methyl)biphenyl-2-carbonitrile). RXN SMILES: [OH:1][C:2]1[CH:7]=[CH:6][C:5]([N:8]2[C:13](=[O:14])[C:12]([CH2:15][C:16]3[CH:21]=[CH:20][C:19]([C:22]4[C:23]([C:28]#[N:29])=[CH:24][CH:25]=[CH:26][CH:27]=4)=[CH:18][CH:17]=3)=[C:11]([CH2:30][CH2:31][CH3:32])[N:10]=[C:9]2[CH3:33])=[CH:4][CH:3]=1.Br[CH:35]1[CH2:37][CH2:36]1.C(=O)([O-])[O-].[Cs+].[Cs+].C(OCC)(=O)C>CN(C)C=O.O>[CH:35]1([O:1][C:2]2[CH:3]=[CH:4][C:5]([N:8]3[C:13](=[O:14])[C:12]([CH2:15][C:16]4[CH:21]=[CH:20][C:19]([C:22]5[C:23]([C:28]#[N:29])=[CH:24][CH:25]=[CH:26][CH:27]=5)=[CH:18][CH:17]=4)=[C:11]([CH2:30][CH2:31][CH3:32])[N:10]=[C:9]3[CH3:33])=[CH:6][CH:7]=2)[CH2:37][CH2:36]1 |f:2.3.4|. Reported procedure: To a solution of 4′-{[1-(4-hydroxyphenyl)-2-methyl-6-oxo-4-propyl-1,6-dihydropyrimidin-5-yl]methyl}biphenyl-2-carbonitrile (1.0 g) and bromocyclopropane (1.8 mL) in N,N-dimethylformamide (10 mL) was added cesium carbonate (1.5 g), and the mixture was stirred at 80° C. for 5 hr. The reaction mixture was allowed to cool to room temperature, ethyl acetate and water were added, and the mixture was extracted with ethyl acetate. The organic layer was washed with saturated brine and dried over anhydrou... Starting materials: NC1=C(C(=NN1C1=C(C=C(C=C1F)C(F)(F)F)Cl)C#N)S(=O)C(F)(F)F (5-amino-1-(2-chloro-6-fluoro-4-(trifluoromethyl)phenyl)-4-(trifluoromethylsulfinyl)-1H-pyrazole-3-carbonitrile), N(=O)OCCC(C)C (isoamyl nitrite), C(Br)(Br)Br (CHBr3), N(=O)OCCC(C)C (isoamyl nitrite). Reaction conditions: temperature 60 celsius, time 30 minute. The product is BrC1=C(C(=NN1C1=C(C=C(C=C1F)C(F)(F)F)Cl)C#N)S(=O)C(F)(F)F (5-bromo-1-(2-chloro-6-fluoro-4-(trifluoromethyl)phenyl)-4-(trifluoromethylsulfinyl)-1H-pyrazole-3-carbonitrile). Isolated yield 73.0%. Reaction SMILES: N[C:2]1[N:6]([C:7]2[C:12]([F:13])=[CH:11][C:10]([C:14]([F:17])([F:16])[F:15])=[CH:9][C:8]=2[Cl:18])[N:5]=[C:4]([C:19]#[N:20])[C:3]=1[S:21]([C:23]([F:26])([F:25])[F:24])=[O:22].N(OCCC(C)C)=O.C(Br)(Br)[Br:36]>>[Br:36][C:2]1[N:6]([C:7]2[C:12]([F:13])=[CH:11][C:10]([C:14]([F:17])([F:16])[F:15])=[CH:9][C:8]=2[Cl:18])[N:5]=[C:4]([C:19]#[N:20])[C:3]=1[S:21]([C:23]([F:26])([F:25])[F:24])=[O:22]. Reported procedure: To a solution of 5-amino-1-(2-chloro-6-fluoro-4-(trifluoromethyl)phenyl)-4-(trifluoromethylsulfinyl)-1H-pyrazole-3-carbonitrile (130 g, 310.3 mmol, 1.00 eq.) in CHBr3 (520 mL) was added dropwise isoamyl nitrite (109 g, 930.8 mmol, 3.00 eq.) at 55˜60° C. After all the isoamyl nitrite was added, the solution was stirred at 60° C. for 30 min. Then the mixture was concentrated under vacuum to give red solid. The solid was recrystallized with isopropyl alcohol to give 5-bromo-1-(2-chloro-6-fluoro-4-(...